From a dataset of the Open Reaction Database (ORD), a public repository of structured organic reaction records. describe an organic reaction: reactants, conditions, products, and yield The reactants are CC1=C(CCl)C=C(C=C1)C (2,5-dimethyl-benzylchloride), SC1=NC=CC=C1 (2-mercaptopyridine), [OH-].[K+] (potassium hydroxide), C(C)O (ethanol). The solvent is O (water), O (water). Conditions: temperature 40 celsius. Product: CC1=C(C=C(C=C1)C)CSC1=NC=CC=C1 (2-((2,5-dimethylphenyl)methylthio) pyridine). Reaction SMILES: [SH:1][C:2]1[CH:7]=[CH:6][CH:5]=[CH:4][N:3]=1.[OH-].[K+].C(O)C.[CH3:13][C:14]1[CH:21]=[CH:20][C:19]([CH3:22])=[CH:18][C:15]=1[CH2:16]Cl>O>[CH3:13][C:14]1[CH:21]=[CH:20][C:19]([CH3:22])=[CH:18][C:15]=1[CH2:16][S:1][C:2]1[CH:7]=[CH:6][CH:5]=[CH:4][N:3]=1 |f:1.2|. Reported procedure: A mixture of 5.6 g (0.05 mole) of 2-mercaptopyridine, 3.3 g (0.05 mole) of potassium hydroxide (85% pellets), 35 ml of ethanol and 5 ml of water was prepared. To this mixture was added 7.8 g (0.05 mole) of 2,5-dimethyl-benzylchloride, while maintaining good stirring. The mixture was stirred and heated to 40° C. for 45 minutes, cooled to room temperature, and then added to 150 ml of water. The aqueous mixture was extracted with 150 ml of diethyl ether; the ether phase washed with 150 ml of water.... The reactants are CCOC(C)=O, COc1cc(Cl)nc(SCc2cccc(F)c2F)n1, NS(=O)(=O)N1CCNC(=O)C1. The product is COc1cc(NS(=O)(=O)N2CCNC(=O)C2)nc(SCc2cccc(F)c2F)n1. As a reaction SMILES: [CH3:31][CH2:32][O:33][C:34]([CH3:35])=[O:36].[Cl:12][c:13]1[n:14][c:15]([S:21][CH2:22][c:23]2[c:24]([F:30])[c:25]([F:29])[cH:26][cH:27][cH:28]2)[n:16][c:17]([O:19][CH3:20])[cH:18]1.[O:1]=[C:2]1[CH2:3][N:4]([S:8](=[O:9])(=[O:10])[NH2:11])[CH2:5][CH2:6][NH:7]1>>[O:1]=[C:2]1[CH2:3][N:4]([S:8](=[O:9])(=[O:10])[NH:11][c:13]2[n:14][c:15]([S:21][CH2:22][c:23]3[c:24]([F:30])[c:25]([F:29])[cH:26][cH:27][cH:28]3)[n:16][c:17]([O:19][CH3:20])[cH:18]2)[CH2:5][CH2:6][NH:7]1. Starting materials: O=Cc1ccccc1, NC(CCC(=O)O)C(=O)O, [Na+], [OH-], O. Product: O=C(O)CCC(NCc1ccccc1)C(=O)O. RXN SMILES: [CH:11](=[O:12])[c:13]1[cH:14][cH:15][cH:16][cH:17][cH:18]1.[NH2:1][CH:2]([CH2:3][CH2:4][C:5]([OH:6])=[O:7])[C:8]([OH:9])=[O:10].[Na+:20].[OH-:19].[OH2:21]>>[NH:1]([CH:2]([CH2:3][CH2:4][C:5]([OH:6])=[O:7])[C:8]([OH:9])=[O:10])[CH2:11][c:13]1[cH:14][cH:15][cH:16][cH:17][cH:18]1. The reactants are CCC(=O)NC1CCc2cc(Br)ccc21, [C-]#N, CN1CCCC1=O, O. The product is CCC(=O)NC1CCc2cc(C#N)ccc21. Reaction SMILES: [Br:1][c:2]1[cH:3][c:4]2[c:8]([cH:9][cH:10]1)[CH:7]([NH:11][C:12]([CH2:13][CH3:14])=[O:15])[CH2:6][CH2:5]2.[C-:16]#[N:17].[CH3:19][N:20]1[CH2:21][CH2:22][CH2:23][C:24]1=[O:25].[OH2:18]>>[c:2]1([C:16]#[N:17])[cH:3][c:4]2[c:8]([cH:9][cH:10]1)[CH:7]([NH:11][C:12]([CH2:13][CH3:14])=[O:15])[CH2:6][CH2:5]2. Reactants: ClC1=C(C=C2C(C(=CN(C2=C1C#N)C1CC1)C(=O)O)=O)F (7-Chloro-8-cyano-1-cyclopropyl-6-fluoro-1,4-dihydro-4-oxo-3-quinolinecarboxylic acid), N1CCNCC1 (piperazine), Cl (HCl). The solvent is O1CCOCC1 (dioxane). Product: C(#N)C=1C(=C(C=C2C(C(=CN(C12)C1CC1)C(=O)O)=O)F)N1CCNCC1 (8-Cyano-1-cyclopropyl-6-fluoro-1,4-dihydro-4-oxo-7(1-piperazinyl)-3-quinolinecarboxylic acid). As a reaction SMILES: Cl[C:2]1[C:11]([C:12]#[N:13])=[C:10]2[C:5]([C:6](=[O:20])[C:7]([C:17]([OH:19])=[O:18])=[CH:8][N:9]2[CH:14]2[CH2:16][CH2:15]2)=[CH:4][C:3]=1[F:21].[NH:22]1[CH2:27][CH2:26][NH:25][CH2:24][CH2:23]1.Cl>O1CCOCC1>[C:12]([C:11]1[C:2]([N:22]2[CH2:27][CH2:26][NH:25][CH2:24][CH2:23]2)=[C:3]([F:21])[CH:4]=[C:5]2[C:10]=1[N:9]([CH:14]1[CH2:16][CH2:15]1)[CH:8]=[C:7]([C:17]([OH:19])=[O:18])[C:6]2=[O:20])#[N:13]. Reported procedure: 0.5 g of the product from Example 1 and 0.42 g of piperazine are boiled in 8 ml of dioxane for 3 hours. The mixture is then concentrated in vacuo and 8 ml of water are added to the residue. The solution formed is rendered neutral with HCl and the solid which has precipitated out isolated, washed and dried.